Dataset: the Open Reaction Database (ORD), a public repository of structured organic reaction records. Task: describe an organic reaction: reactants, conditions, products, and yield Reactants: B.C1CCOC1 (borane THF), C(C)(C)(C)OC(=O)NC1C=CC(C1)C(=O)O (4-t-Butoxycarbonylaminocyclopent-2-enecarboxylic acid), ice. The solvent is C1CCOC1 (THF). Conditions: time 8 hour. The product is OCC1C=CC(C1)NC(=O)OC(C)(C)C (N-[4-(hydroxy-methyl)cyclopent-2-enyl](t-butoxy)carboxamide). Yield: 69.8%. As a reaction SMILES: [C:1]([O:5][C:6]([NH:8][CH:9]1[CH2:13][CH:12]([C:14](O)=[O:15])[CH:11]=[CH:10]1)=[O:7])([CH3:4])([CH3:3])[CH3:2].B.C1COCC1>C1COCC1>[OH:15][CH2:14][CH:12]1[CH2:13][CH:9]([NH:8][C:6]([O:5][C:1]([CH3:4])([CH3:3])[CH3:2])=[O:7])[CH:10]=[CH:11]1 |f:1.2|. Procedure: 4-t-Butoxycarbonylaminocyclopent-2-enecarboxylic acid (1 g, 4.4 mmol) was dissolved in THF (10 mL) and borane-THF (1.5 mL, 1M solution) was added drop-wise at 0° C. and stirred overnight at rt. The reaction mixture was poured into ice-cold water (10 mL) and extracted with ethyl acetate (2×50 mL). The ethyl acetate extract was washed with brine, dried over sodium sulfate, filtered and evaporated to yield N-[4-(hydroxy-methyl)cyclopent-2-enyl](t-butoxy)carboxamide (655 mg, 69%). ESMS: 214 (M+1)+, ... Starting materials: C(CCCCCNC(C(=O)OCC)=O)NC(C(=O)OCC)=O (Diethyl 2,2′-(hexane-1,6-diylbis(azanediyl))bis(2-oxoacetate)), C(CCCCCCCCCCC)N (dodecyl amine). Procedure: Diethyl 2,2′-(hexane-1,6-diylbis(azanediyl))bis(2-oxoacetate) (5.00 g, 15.8 mmol) and dodecyl amine (5.85 g, 31.64 mmol) were dissolved in 100 ml of CHCl3. Subsequently the mixture was heated at reflux temperature for 24 hours. The solvent was removed by filtering the product. The remaining solid was washed two times with CHCl3 and two times with diethyl ether and dried in vacuum. The product was obtained as a white powder. The product is C(CCCCCNC(C(=O)NCCCCCCCCCCCC)=O)NC(C(=O)NCCCCCCCCCCCC)=O (N1,N1′-(hexane-1,6-diyl)bis(N2-dodecyloxalamide)). Run in C(Cl)(Cl)Cl (CHCl3). Reaction SMILES: [CH2:1]([NH:15][C:16](=[O:22])[C:17]([O:19]CC)=O)[CH2:2][CH2:3][CH2:4][CH2:5][CH2:6][NH:7][C:8](=[O:14])[C:9]([O:11]CC)=O.[CH2:23]([NH2:35])[CH2:24][CH2:25][CH2:26][CH2:27][CH2:28][CH2:29][CH2:30][CH2:31][CH2:32][CH2:33][CH3:34]>C(Cl)(Cl)Cl>[CH2:6]([NH:7][C:8](=[O:14])[C:9]([NH:35][CH2:23][CH2:24][CH2:25][CH2:26][CH2:27][CH2:28][CH2:29][CH2:30][CH2:31][CH2:32][CH2:33][CH3:34])=[O:11])[CH2:5][CH2:4][CH2:3][CH2:2][CH2:1][NH:15][C:16](=[O:22])[C:17]([NH:35][CH2:23][CH2:24][CH2:25][CH2:26][CH2:27][CH2:28][CH2:29][CH2:30][CH2:31][CH2:32][CH2:33][CH3:34])=[O:19].